Dataset: the Open Reaction Database (ORD), a public repository of structured organic reaction records. Task: describe an organic reaction: reactants, conditions, products, and yield The reactants are C(CN(CC(=O)O)CC(=O)O)N(CC(=O)O)CC(=O)O (EDTA), teflon, OP(=O)(O)[O-].[K+] (KH2PO4), [O-]S(=O)(=O)[O-].[Mg+2] (MgSO4), O=C1C(O)=C([O-])[C@H](O1)[C@@H](O)CO (L-ascorbate), CN(CC#C)CC=1C=CC=CC1 (pargyline), C1CN(CCN1CCO)CCS(=O)(=O)O (HEPES), O=C[C@H](O)[C@@H](O)[C@H](O)[C@H](O)CO (glucose), [Na+].[Cl-] (NaCl), [Cl-].[K+] (KCl), [Cl-].[Cl-].[Ca+2] (CaCl2). The solvent is ice, ice. Run at time 10 minute. Product: NCCC=1CC(O)C(O)=CC1 ([3H]Dopamine). As a reaction SMILES: [Na+].[Cl-].[Cl-].[K+].OP([O-])(O)=O.[K+].[O-]S([O-])(=O)=O.[Mg+2].[Cl-].[Cl-].[Ca+2].O=[CH:21][C@@H:22]([C@H:24]([C@@H:26]([C@@H:28]([CH2:30]O)O)O)[OH:25])[OH:23].O=C1O[C@H]([C@H](CO)O)C([O-])=C1O.[CH2:44]1N(CCO)CC[N:46](CCS(O)(=O)=O)[CH2:45]1.C(N(CC(O)=O)CC(O)=O)CN(CC(O)=O)CC(O)=O.CN(CC1C=CC=CC=1)CC#C>>[NH2:46][CH2:45][CH2:44][C:28]1[CH2:26][CH:24]([C:22](=[CH:21][CH:30]=1)[OH:23])[OH:25] |f:0.1,2.3,4.5,6.7,8.9.10|. Procedure: [3H]DA uptake was performed according to a modification of the previously reported methods (Dwoskin et al., 1999). Striata were homogenized in 20 ml of ice-cold sucrose solution (0.32 M sucrose and 5 mM sodium bicarbonate, pH 7.4) with 12 passes of a teflon-pestle homogenizer (clearance approximately 0.003 in). The homogenate was centrifuged at 2,000 g, 4° C. for 10 min. The supernatant was centrifuged at 12,000 g, 4° C. for 20 minutes. The resulting pellet was resuspended in 1.5 ml ice-cold ass... Reactants: O=C(c1cc(F)c(F)c(F)c1)N1CCC(CCCS(=O)(=O)[O-])(c2ccc(Cl)c(Cl)c2)C1, Cl, NC(=O)C1(c2ccccc2)CCNCC1. Product: NC(=O)C1(c2ccccc2)CCN(CCC2(c3ccc(Cl)c(Cl)c3)CCN(C(=O)c3cc(F)c(F)c(F)c3)C2)CC1. Reaction SMILES: [Cl:1][c:2]1[cH:3][c:4]([C:9]2([CH2:25][CH2:26][CH2:27][S:28]([O-:29])(=[O:30])=[O:31])[CH2:10][N:11]([C:14]([c:15]3[cH:16][c:17]([F:23])[c:18]([F:22])[c:19]([F:21])[cH:20]3)=[O:24])[CH2:12][CH2:13]2)[cH:5][cH:6][c:7]1[Cl:8].[ClH:32].[c:33]1([C:39]2([C:45](=[O:46])[NH2:47])[CH2:40][CH2:41][NH:42][CH2:43][CH2:44]2)[cH:34][cH:35][cH:36][cH:37][cH:38]1>>[Cl:1][c:2]1[cH:3][c:4]([C:9]2([CH2:25][CH2:26][N:42]3[CH2:41][CH2:40][C:39]([c:33]4[cH:34][cH:35][cH:36][cH:37][cH:38]4)([C:45](=[O:46])[NH2:47])[CH2:44][CH2:43]3)[CH2:10][N:11]([C:14]([c:15]3[cH:16][c:17]([F:23])[c:18]([F:22])[c:19]([F:21])[cH:20]3)=[O:24])[CH2:12][CH2:13]2)[cH:5][cH:6][c:7]1[Cl:8].